Dataset: the Open Reaction Database (ORD), a public repository of structured organic reaction records. Task: describe an organic reaction: reactants, conditions, products, and yield The reactants are O1CCOC12CCC(CC2)=O (1,4-dioxaspiro[4.5]decan-8-one), C(C)(C)[Mg]Cl (isopropylmagnesium chloride). Run in C1CCOC1 (THF). Reaction conditions: temperature -78 celsius, time 8 hour. Yields the product C(C)(C)C1(CCC2(OCCO2)CC1)O (8-isopropyl-1,4-dioxaspiro[4.5]decan-8-ol). RXN SMILES: [O:1]1[C:5]2([CH2:10][CH2:9][C:8](=[O:11])[CH2:7][CH2:6]2)[O:4][CH2:3][CH2:2]1.[CH:12]([Mg]Cl)([CH3:14])[CH3:13]>C1COCC1>[CH:12]([C:8]1([OH:11])[CH2:7][CH2:6][C:5]2([O:4][CH2:3][CH2:2][O:1]2)[CH2:10][CH2:9]1)([CH3:14])[CH3:13]. Procedure: To a solution of commercially available 1,4-dioxaspiro[4.5]decan-8-one (3.00 g, 19.2 mmol, in THF (20 mL) cooled to −78° C. under argon was added a isopropylmagnesium chloride (10 mL, 20 mmol, 2 M in THF) dropwise. After the complete addition, the reaction mixture was allowed to reach room temperature overnight. It was then re-cooled to −78° C. and quenched with saturated NaHCO3 solution and warmed to room temperature. After extraction with ether, the organic layer was concentrated in vacuo and ... The reactants are FC=1C=CC(=C(C1)O)[N+](=O)[O-] (5-Fluoro-2-nitro-phenol), N1CCOCC1 (Morpholine). Run in O (water), C(C)#N (Acetonitrile). Conditions: temperature 50 celsius, time 40 hour. Product: N1(CCOCC1)C=1C=CC(=C(C1)O)[N+](=O)[O-] (5-Morpholin-4-yl-2-nitro-phenol). Yield: 86.7%. As a reaction SMILES: F[C:2]1[CH:3]=[CH:4][C:5]([N+:9]([O-:11])=[O:10])=[C:6]([OH:8])[CH:7]=1.[NH:12]1[CH2:17][CH2:16][O:15][CH2:14][CH2:13]1>C(#N)C.O>[N:12]1([C:2]2[CH:3]=[CH:4][C:5]([N+:9]([O-:11])=[O:10])=[C:6]([OH:8])[CH:7]=2)[CH2:17][CH2:16][O:15][CH2:14][CH2:13]1. Procedure details: 5-Fluoro-2-nitro-phenol (3.05 g, 19.4 mmol; Alfa Aesar) in Acetonitrile (20 mL) was treated with Morpholine (3.6 mL, 41 mmol) under an atmosphere of Nitrogen. After 40 h at rt, the mixture was heated at 50° C. for 6 h to drive to completion. The mixture was concentrated to ca. ½ volume, precipitate formed and the mixture was diluted with 100 mL water. The solids were collected and washed 2×50 mL water then dried to afford 5-Morpholin-4-yl-2-nitro-phenol as a yellow solid (3.77 g, 87%). 1H-NMR (D...